describe an organic reaction: reactants, conditions, products, and yield From a dataset of the Open Reaction Database (ORD), a public repository of structured organic reaction records. The yield is 51.0%. Solvent: C(C)(=O)O (acetic acid). Yields the product FC1=CC=C(C=C1)C1=CSC2=C1N=CN(C2=O)C2=CC=C(C=C2)OC (7-(4-Fluorophenyl)-3-(4-methoxyphenyl)thieno[3,2-d]pyrimidin-4(3H)-one). Procedure details: In the same manner as the synthesis of Compound 1, methyl 3-amino-4-(4-fluorophenyl)thiophene-2-carboxylate (80 mg, 0.32 mmol), triethyl orthoformate (2 ml), p-anisidine (72.9 mg, 0.59 mmol), and acetic acid (0.08 ml) were used to give 57 mg (0.16 mmol, 51% yield) of the title compound. Reactants: C1(=CC=CC=C1)N1C=NC2=C(C1=O)SC=C2C2=CC=CC=C2 (3,7-Diphenylthieno[3,2-d]pyrimidin-4(3H)-one), NC1=C(SC=C1C1=CC=C(C=C1)F)C(=O)OC (methyl 3-amino-4-(4-fluorophenyl)thiophene-2-carboxylate), C(OCC)(OCC)OCC (triethyl orthoformate), COC1=CC=C(C=C1)N (p-anisidine). RXN SMILES: [C:1]1([N:7]2[C:12](=[O:13])[C:11]3[S:14][CH:15]=[C:16]([C:17]4[CH:22]=[CH:21][CH:20]=[CH:19][CH:18]=4)[C:10]=3[N:9]=[CH:8]2)[CH:6]=[CH:5][CH:4]=[CH:3][CH:2]=1.NC1C(C2C=CC([F:35])=CC=2)=CSC=1C(OC)=O.C([O:47][CH2:48]C)(OCC)OCC.COC1C=CC(N)=CC=1>C(O)(=O)C>[F:35][C:20]1[CH:19]=[CH:18][C:17]([C:16]2[C:10]3[N:9]=[CH:8][N:7]([C:1]4[CH:6]=[CH:5][C:4]([O:47][CH3:48])=[CH:3][CH:2]=4)[C:12](=[O:13])[C:11]=3[S:14][CH:15]=2)=[CH:22][CH:21]=1.